describe an organic reaction: reactants, conditions, products, and yield From a dataset of the Open Reaction Database (ORD), a public repository of structured organic reaction records. Starting materials: C(#N)C1=CC(=NC=C1)NC(=O)NC (1-(4-cyano-pyridin-2-yl)-3-methyl-urea). Reagents/catalysts: [Ni] (Raney nickel). The solvent is C1CCOC1 (THF), CCOC(=O)C (EtOAc). Yields the product NCC1=CC(=NC=C1)NC(=O)NC (1-(4-aminomethyl-pyridin-2-yl)-3-methyl-urea). Yield: 233.6%. Reaction SMILES: [C:1]([C:3]1[CH:8]=[CH:7][N:6]=[C:5]([NH:9][C:10]([NH:12][CH3:13])=[O:11])[CH:4]=1)#[N:2]>C1COCC1.[Ni].CCOC(C)=O>[NH2:2][CH2:1][C:3]1[CH:8]=[CH:7][N:6]=[C:5]([NH:9][C:10]([NH:12][CH3:13])=[O:11])[CH:4]=1. Procedure details: A solution of 1-(4-cyano-pyridin-2-yl)-3-methyl-urea (12.0 g, 11.4 mmol) in THF (80 mL) was treated with Raney nickel (0.5 g) placed under a hydrogen atmosphere (atmospheric pressure) for 8 hours at rt. The reaction mixture was diluted with EtOAc, filtered over Celite® and concentrated in vacuo. The residue was purified by chromatography on silica gel (Gradient elution: 100% CH2Cl2 to 85%/15% CH2Cl2/MeOH) to give 1-(4-aminomethyl-pyridin-2-yl)-3-methyl-urea (4.8 g) as a solid. The reactants are ClC1=C(OCC(=O)O)C=CC(=C1Cl)C(C(CC(C)C)=C)=O ([2,3-Dichloro-4-(2-methylene-4-methylvaleryl)phenoxy]-acetic acid), S(O)(O)(=O)=O (sulfuric acid), crude product. The solvent is O (water). Conditions: temperature 60 celsius. Product: O=C1C(CC2=CC(=C(C(=C12)Cl)Cl)OCC(=O)O)CC(C)C ((1-oxo-2-isobutyl-6,7-dichloro-5-indanyloxy)acetic acid). Yield: 85.0%. As a reaction SMILES: [Cl:1][C:2]1[C:12]([Cl:13])=[C:11]([C:14](=[O:21])[C:15](=[CH2:20])[CH2:16][CH:17]([CH3:19])[CH3:18])[CH:10]=[CH:9][C:3]=1[O:4][CH2:5][C:6]([OH:8])=[O:7].S(=O)(=O)(O)O>O>[O:21]=[C:14]1[C:11]2[C:10](=[CH:9][C:3]([O:4][CH2:5][C:6]([OH:8])=[O:7])=[C:2]([Cl:1])[C:12]=2[Cl:13])[CH2:20][CH:15]1[CH2:16][CH:17]([CH3:18])[CH3:19]. Procedure details: [2,3-Dichloro-4-(2-methylene-4-methylvaleryl)phenoxy]-acetic acid (2.0 g., 0.006 mole) is added with stirring to concentrated sulfuric acid (10 ml.) and the mixture is heated at 60° C. for six hours. The reaction mixture is then cooled and poured into a mixture of ice and water (200 ml.) and the crude product which separates is ground in a mortar, filtered, washed with water and dried. After recrystallization from acetic acid (60 ml.) there is thus obtained 1.7 g. (85% yield) of (1-oxo-2-isobuty... The reactants are CC(C)(C)OC(=O)CN1C(=O)C(N2C(=O)c3ccccc3C2=O)CCC(=O)N1Cc1ccccc1, CCO, NN, O. Yields the product CC(C)(C)OC(=O)CN1C(=O)C(N)CCC(=O)N1Cc1ccccc1. RXN SMILES: [C:1]([CH3:2])([CH3:3])([CH3:4])[O:5][C:6]([CH2:7][N:8]1[N:9]([CH2:28][c:29]2[cH:30][cH:31][cH:32][cH:33][cH:34]2)[C:10](=[O:27])[CH2:11][CH2:12][CH:13]([N:16]2[C:17](=[O:18])[c:19]3[c:20]([cH:21][cH:22][cH:23][cH:24]3)[C:25]2=[O:26])[C:14]1=[O:15])=[O:35].[CH3:39][CH2:40][OH:41].[NH2:37][NH2:38].[OH2:36]>>[C:1]([CH3:2])([CH3:3])([CH3:4])[O:5][C:6]([CH2:7][N:8]1[N:9]([CH2:28][c:29]2[cH:30][cH:31][cH:32][cH:33][cH:34]2)[C:10](=[O:27])[CH2:11][CH2:12][CH:13]([NH2:16])[C:14]1=[O:15])=[O:35]. The reactants are O=C1CN(C2(CCCC2)CN1)C(=O)[O-] (8-oxo-6,9-diazaspiro[4.5]decane-6-carboxylate), Cl (HCl), O1CCOCC1 (dioxane), O1CCOCC1 (dioxane), CC[NH+](CC)CC.CC[NH+](CC)CC.C(=O)([O-])[O-] (MP-carbonate resin), CCN(C(C)C)C(C)C (Hunig's base). Reaction conditions: time 4 day. Yields the product COC1=C(CN2C(CNC3(CCCC3)C2)=O)C=CC(=C1)OC (9-(2,4-Dimethoxybenzyl)-6,9-diazaspiro[4.5]decan-8-one). Reaction SMILES: [O:1]=[C:2]1[NH:11][CH2:10][C:5]2([CH2:9][CH2:8][CH2:7][CH2:6]2)[N:4](C([O-])=O)[CH2:3]1.Cl.CC[NH+]([CH2:21][CH3:22])CC.CC[NH+](CC)CC.[C:30]([O-:33])([O-])=O.CCN(C(C)C)[CH:37]([CH3:39])[CH3:38].O1[CH2:48][CH2:47][O:46][CH2:45]C1>>[CH3:30][O:33][C:22]1[CH:21]=[C:47]([O:46][CH3:45])[CH:48]=[CH:38][C:37]=1[CH2:39][N:11]1[CH2:10][C:5]2([CH2:6][CH2:7][CH2:8][CH2:9]2)[NH:4][CH2:3][C:2]1=[O:1] |f:2.3.4|. Procedure: To a solution of tert-butyl 9-2,4-dimethoxybenzyl)-8-oxo-6,9-diazaspiro[4.5]decane-6-carboxylate (1.76 g, 4.36 mmol) in dioxane (34 mL) at 0° C. was added 4.0M HCl in dioxane (10.22 mL, 40.89 mmol). The reaction was stirred at room temperature for 4 days and treated with MP-carbonate resin (6.70 g, load value of 2.62 mmol/g) and Hunig's base (26 μL). The mixture was placed on a rotator for 2 days and filtered, washing with CH2Cl2. The resulting filtrate was concentrated in vacuo to afford the pr... Reactants: Br[Mg]c1ccccc1, CCOC1=CC(=O)CCC1, C1CCOC1, Cl. Yields the product O=C1C=C(c2ccccc2)CCC1. Reaction SMILES: [Br:11][Mg:12][c:13]1[cH:14][cH:15][cH:16][cH:17][cH:18]1.[CH2:1]([O:2][C:4]1=[CH:5][C:6](=[O:10])[CH2:7][CH2:8][CH2:9]1)[CH3:3].[CH2:20]1[O:21][CH2:22][CH2:23][CH2:24]1.[ClH:19]>>[C:4]1([c:13]2[cH:14][cH:15][cH:16][cH:17][cH:18]2)=[CH:5][C:6](=[O:10])[CH2:7][CH2:8][CH2:9]1. Starting materials: O=C([O-])[O-], N#Cc1c(N)[nH]c2ccc(OCc3ccccc3)cc12, CI, [Cs+], [Cs+], CN(C)C=O, O. The product is Cn1c(N)c(C#N)c2cc(OCc3ccccc3)ccc21. RXN SMILES: [C:21](=[O:22])([O-:23])[O-:24].[CH2:1]([c:2]1[cH:3][cH:4][cH:5][cH:6][cH:7]1)[O:8][c:9]1[cH:10][c:11]2[c:12]([C:19]#[N:20])[c:13]([NH2:18])[nH:14][c:15]2[cH:16][cH:17]1.[CH3:27][I:28].[Cs+:25].[Cs+:26].[O:30]=[CH:31][N:32]([CH3:33])[CH3:34].[OH2:29]>>[CH2:1]([c:2]1[cH:3][cH:4][cH:5][cH:6][cH:7]1)[O:8][c:9]1[cH:10][c:11]2[c:12]([C:19]#[N:20])[c:13]([NH2:18])[n:14]([CH3:21])[c:15]2[cH:16][cH:17]1. Starting materials: ClC1=C(C=C(N)C=C1)C1=NC=CC=C1 (4-chloro-3-(pyridin-2-yl)aniline), ClS(=O)(=O)C1=CC=C(C(=O)O)C=C1 (4-(chlorosulfonyl)benzoic acid), OC1CCN(CC1)S(=O)(=O)C1=CC=C(C(=O)O)C=C1 (4-(4-hydroxypiperidin-1-ylsulfonyl)benzoic acid). The solvent is N1CCC(CC1)O (piperidin-4-ol). Yields the product ClC1=C(C=C(C=C1)NC(C1=CC=C(C=C1)S(=O)(=O)N1CCC(CC1)O)=O)C1=NC=CC=C1 (N-(4-chloro-3-(pyridin-2-yl)phenyl)-4-(4-hydroxypiperidin-1-ylsulfonyl)benzamide). Reaction SMILES: ClS(C1C=CC(C(O)=O)=CC=1)(=O)=O.[Cl:14][C:15]1[CH:21]=[CH:20][C:18]([NH2:19])=[CH:17][C:16]=1[C:22]1[CH:27]=[CH:26][CH:25]=[CH:24][N:23]=1.[OH:28][CH:29]1[CH2:34][CH2:33][N:32]([S:35]([C:38]2[CH:46]=[CH:45][C:41]([C:42](O)=[O:43])=[CH:40][CH:39]=2)(=[O:37])=[O:36])[CH2:31][CH2:30]1>N1CCC(O)CC1>[Cl:14][C:15]1[CH:21]=[CH:20][C:18]([NH:19][C:42](=[O:43])[C:41]2[CH:40]=[CH:39][C:38]([S:35]([N:32]3[CH2:31][CH2:30][CH:29]([OH:28])[CH2:34][CH2:33]3)(=[O:37])=[O:36])=[CH:46][CH:45]=2)=[CH:17][C:16]=1[C:22]1[CH:27]=[CH:26][CH:25]=[CH:24][N:23]=1. Procedure: 1 g of 4-(chlorosulfonyl)benzoic acid was reacted with 506 μL of piperidin-4-ol via Procedure H. 75 mg of 4-chloro-3-(pyridin-2-yl)aniline was coupled to 114 mg of 4-(4-hydroxypiperidin-1-ylsulfonyl)benzoic acid via Procedure G and purified by reverse phase HPLC to yield N-(4-chloro-3-(pyridin-2-yl)phenyl)-4-(4-hydroxypiperidin-1-ylsulfonyl)benzamide. MS (Q1) 472.3 (M)+.